From a dataset of the Open Reaction Database (ORD), a public repository of structured organic reaction records. describe an organic reaction: reactants, conditions, products, and yield Starting materials: ClC=1C=C2C(=C(C(N(C2=CC1)C)=O)C(=O)OCC)O (Ethyl 6-chloro-4-hydroxy-1-methyl-2-oxo-1,2-dihydroquinoline-3-carboxylate), C(CCCCCCCCCCC)(=O)NN (dodecanoyl hydrazine). Product: ClC=1C=C2C(=C(C(N(C2=CC1)C)=O)C(=O)NNC(CCCCCCCCCCC)=O)O (6-Chloro-N′-dodecanoyl-4-hydroxy-1-methyl-2-oxo-1,2-dihydroquinoline-3-carbohydrazide). As a reaction SMILES: [Cl:1][C:2]1[CH:3]=[C:4]2[C:9](=[CH:10][CH:11]=1)[N:8]([CH3:12])[C:7](=[O:13])[C:6]([C:14]([O:16]CC)=O)=[C:5]2[OH:19].[C:20]([NH:33][NH2:34])(=[O:32])[CH2:21][CH2:22][CH2:23][CH2:24][CH2:25][CH2:26][CH2:27][CH2:28][CH2:29][CH2:30][CH3:31]>>[Cl:1][C:2]1[CH:3]=[C:4]2[C:9](=[CH:10][CH:11]=1)[N:8]([CH3:12])[C:7](=[O:13])[C:6]([C:14]([NH:34][NH:33][C:20](=[O:32])[CH2:21][CH2:22][CH2:23][CH2:24][CH2:25][CH2:26][CH2:27][CH2:28][CH2:29][CH2:30][CH3:31])=[O:16])=[C:5]2[OH:19]. Procedure: Reagents: Comp 37 (0.36 mmols, 0.10 g); dodecanoyl hydrazine (0.39 mmols, 0.08 g). Yield: 0.143 g (90%), white solid, m.p.=156.5° C.-157.5° C. Reactants: ClCCCNC(=O)NCCCCCC (1-(3-chloropropyl)-3-n-hexylurea), N1CCNCC1 (piperazine). The solvent is C(C)O (ethanol). Yields the product N1(CCNCC1)CCCNC(=O)NCCCCCC (1-(3-piperazinylpropyl)-3-n-hexylurea). Yield: 39.0%. RXN SMILES: Cl[CH2:2][CH2:3][CH2:4][NH:5][C:6]([NH:8][CH2:9][CH2:10][CH2:11][CH2:12][CH2:13][CH3:14])=[O:7].[NH:15]1[CH2:20][CH2:19][NH:18][CH2:17][CH2:16]1>C(O)C>[N:15]1([CH2:2][CH2:3][CH2:4][NH:5][C:6]([NH:8][CH2:9][CH2:10][CH2:11][CH2:12][CH2:13][CH3:14])=[O:7])[CH2:20][CH2:19][NH:18][CH2:17][CH2:16]1. Procedure details: A mixture of 1-(3-chloropropyl)-3-n-hexylurea (11.0 g; 50 mmole), piperazine (43.0 g; 500 mmole) and reagent ethanol (250 ml) was refluxed for 2 hours. The solvent was removed in vacuo, and the solid residue was dissolved in water. The resulting solution was extracted with methylene chloride, concentrated in vacuo, and the residue was chromatographed on silica gel to give 1-(3-piperazinylpropyl)-3-n-hexylurea as a light yellow oil (6.7 g; 39% yield). Reactants: Cc1ccc(C(=O)O)cc1C(F)(F)F, Cc1cccc(-c2sc(C)nc2C(=O)N2CC3CC3C2CN)c1. As a reaction SMILES: [CH3:24][c:25]1[c:26]([C:34]([F:35])([F:36])[F:37])[cH:27][c:28]([C:29](=[O:30])[OH:31])[cH:32][cH:33]1.[NH2:1][CH2:2][CH:3]1[CH:4]2[CH2:5][CH:6]2[CH2:7][N:8]1[C:9](=[O:10])[c:11]1[n:12][c:13]([CH3:23])[s:14][c:15]1-[c:16]1[cH:17][c:18]([CH3:22])[cH:19][cH:20][cH:21]1>>[NH:1]([CH2:2][CH:3]1[CH:4]2[CH2:5][CH:6]2[CH2:7][N:8]1[C:9](=[O:10])[c:11]1[n:12][c:13]([CH3:23])[s:14][c:15]1-[c:16]1[cH:17][c:18]([CH3:22])[cH:19][cH:20][cH:21]1)[C:29]([c:28]1[cH:27][c:26]([C:34]([F:35])([F:36])[F:37])[c:25]([CH3:24])[cH:33][cH:32]1)=[O:30]. Yields the product Cc1cccc(-c2sc(C)nc2C(=O)N2CC3CC3C2CNC(=O)c2ccc(C)c(C(F)(F)F)c2)c1. Starting materials: NC1=CC(=NC(=C1C#N)Br)NC(C)=O (N-(4-Amino-6-bromo-5-cyano-pyridin-2-yl)-acetamide), C1(=C(C=CC=C1)P(C1=C(C=CC=C1)C)C1=C(C=CC=C1)C)C (tri(o-tolyl)phosphine), CN(C)C=O (DMF), [I-].C(CC)[Zn+] (n-propylzinc iodide). The reagents and catalysts are C(C)(=O)[O-].[Pd+2].C(C)(=O)[O-] (palladium(II)acetate). Run in C(C)(=O)OCC (ethyl acetate), O (water). Run at temperature 90 celsius. Yields the product NC1=CC(=NC(=C1C#N)CCC)NC(C)=O (N-(4-amino-5-cyano-6-propylpyridin-2-yl)acetamide). Isolated yield 159.0%. RXN SMILES: [NH2:1][C:2]1[C:7]([C:8]#[N:9])=[C:6](Br)[N:5]=[C:4]([NH:11][C:12](=[O:14])[CH3:13])[CH:3]=1.[C:15]1(C)[CH:20]=CC=C[C:16]=1P(C1C=CC=CC=1C)C1C=CC=CC=1C.CN(C=O)C.[I-].C([Zn+])CC>C([O-])(=O)C.[Pd+2].C([O-])(=O)C.C(OCC)(=O)C.O>[NH2:1][C:2]1[C:7]([C:8]#[N:9])=[C:6]([CH2:16][CH2:15][CH3:20])[N:5]=[C:4]([NH:11][C:12](=[O:14])[CH3:13])[CH:3]=1 |f:3.4,5.6.7|. Reported procedure: To 128 mg of N-(4-amino-6-bromo-5-cyano-pyridin-2-yl)-acetamide (Example 65A), 6 mg (0.027 mmol) of palladium(II)acetate, and 30 mg (0.098 mmol) of tri(o-tolyl)phosphine was added 0.5 mL of DMF. The mixture was put under N2 and stirred, then 2.0 mL of the n-propylzinc iodide solution was added via syringe. The mixture was heated at 90° C. for 10 minutes then poured into a stirred mixture of 10 mL water and 10 mL ethyl acetate. The metal salts were filtered away through diatomaceous earth, then t... Reactants: FC=1C=CC=C2C(=CC=NC12)NC(=O)NC1=CC=CC(=N1)C1CCNCC1 (1-(8-Fluoro-quinolin-4-yl)-3-(1′,2′,3′,4′,5′,6′-hexahydro-[2,4′]bipyridinyl-6-yl)-urea), BrCCF (1-bromo-2-fluoroethane), FC(CI)F (1,1-difluoro-2-iodoethane). Yields the product FC(CN1CCC(CC1)C1=NC(=CC=C1)NC(=O)NC1=CC=NC2=C(C=CC=C12)F)F (1-[1′-(2,2-Difluoro-ethyl)-1′,2′,3′,4′,5′,6′-hexahydro-[2,4′]bipyridinyl-6-yl]-3-(8-fluoro-quinolin-4-yl)-urea). As a reaction SMILES: [F:1][C:2]1[CH:3]=[CH:4][CH:5]=[C:6]2[C:11]=1[N:10]=[CH:9][CH:8]=[C:7]2[NH:12][C:13]([NH:15][C:16]1[N:21]=[C:20]([CH:22]2[CH2:27][CH2:26][NH:25][CH2:24][CH2:23]2)[CH:19]=[CH:18][CH:17]=1)=[O:14].BrCCF.[F:32][CH:33]([F:36])[CH2:34]I>>[F:32][CH:33]([F:36])[CH2:34][N:25]1[CH2:24][CH2:23][CH:22]([C:20]2[CH:19]=[CH:18][CH:17]=[C:16]([NH:15][C:13]([NH:12][C:7]3[C:6]4[C:11](=[C:2]([F:1])[CH:3]=[CH:4][CH:5]=4)[N:10]=[CH:9][CH:8]=3)=[O:14])[N:21]=2)[CH2:27][CH2:26]1. Procedure details: The title compound was prepared as described in example 32, substituting 1-(6-(piperidin-4-yl)quinolin-4-yl)-3-(6-(trifluoromethyl)pyridin-2-yl)urea by 1-(8-fluoro-quinolin-4-yl)-3-(1′,2′,3′,4′,5′,6′-hexahydro-[2,4′]bipyridinyl-6-yl)-urea (example 62) and 1-bromo-2-fluoroethane by 1,1-difluoro-2-iodoethane. Starting materials: CON=C1C(=NOCCSC(C)=O)Oc2ccccc21, CO, [K+], [OH-]. The product is CON=C(C1=NOCCS1)c1ccccc1O. As a reaction SMILES: [C:1](=[O:2])([CH3:3])[S:4][CH2:5][CH2:6][O:7][N:8]=[C:9]1[O:10][c:11]2[c:12]([cH:17][cH:18][cH:19][cH:20]2)[C:13]1=[N:14][O:15][CH3:16].[CH3:23][OH:24].[K+:22].[OH-:21]>>[S:4]1[CH2:5][CH2:6][O:7][N:8]=[C:9]1[C:13]([c:12]1[c:11]([OH:10])[cH:20][cH:19][cH:18][cH:17]1)=[N:14][O:15][CH3:16]. Reactants: O=C1[C@H](C2=C(C3=C(N1CC(F)(F)F)C=CC=C3)C=CC=C2)NC(=O)[C@H](C)OC(OC2=CC=C(C=C2)[N+](=O)[O-])=O (carbonic acid 4-nitro-phenyl ester (S)-1-[(S)-6-oxo-5-(2,2,2-trifluoro-ethyl)-6,7-dihydro-5H-dibenzo[b,d]azepin-7-ylcarbamoyl]-ethyl ester), 2,2,3,3,3, FC(CN)(C(F)(F)F)F (pentafluoropropylamine). The solvent is ClCCl.C(C)OC(C)=O (dichloromethane ethylacetate). Yields the product O=C1[C@H](C2=C(C3=C(N1CC(F)(F)F)C=CC=C3)C=CC=C2)NC(=O)[C@H](C)OC(NCC(C(F)(F)F)(F)F)=O ((2,2,3,3,3-Pentafluoro-propyl)-carbamic acid (S)-1-[(S)-6-oxo-5-(2,2,2-trifluoro-ethyl)-6,7-dihydro-5H-dibenzo[b,d]azepin-7-ylcarbamoyl]-ethyl ester). The yield is 86.0%. As a reaction SMILES: [O:1]=[C:2]1[N:8]([CH2:9][C:10]([F:13])([F:12])[F:11])[C:7]2[CH:14]=[CH:15][CH:16]=[CH:17][C:6]=2[C:5]2[CH:18]=[CH:19][CH:20]=[CH:21][C:4]=2[C@@H:3]1[NH:22][C:23]([C@@H:25]([O:27][C:28](=O)[O:29]C1C=CC([N+]([O-])=O)=CC=1)[CH3:26])=[O:24].[F:40][C:41]([F:48])([C:44]([F:47])([F:46])[F:45])[CH2:42][NH2:43]>ClCCl.C(OC(=O)C)C>[O:1]=[C:2]1[N:8]([CH2:9][C:10]([F:12])([F:13])[F:11])[C:7]2[CH:14]=[CH:15][CH:16]=[CH:17][C:6]=2[C:5]2[CH:18]=[CH:19][CH:20]=[CH:21][C:4]=2[C@@H:3]1[NH:22][C:23]([C@@H:25]([O:27][C:28](=[O:29])[NH:43][CH2:42][C:41]([F:48])([F:40])[C:44]([F:47])([F:46])[F:45])[CH3:26])=[O:24] |f:2.3|. Procedure: 0.065 g (0.12 mmol) carbonic acid 4-nitro-phenyl ester (S)-1-[(S)-6-oxo-5-(2,2,2-trifluoro-ethyl)-6,7-dihydro-5H-dibenzo[b,d]azepin-7-ylcarbamoyl]-ethyl ester and 0.26 ml 2,2,3,3,3. pentafluoropropylamine were stirred at room temperature over night. Chromatography on silicagel with dichloromethane/ethylacetate (100-40/0-60) yielded 0.06 g (86%) (2,2,3,3,3-Pentafluoro-propyl)-carbamic acid (S)-1-[(S)-6-oxo-5-(2,2,2-trifluoro-ethyl)-6,7-dihydro-5H-dibenzo[b,d]azepin-7-ylcarbamoyl]-ethyl ester as w... The reactants are COC(=O)C(Cc1cc(Cl)c2[nH]ncc2c1CCl)OC(=O)c1ccccc1, O=C([O-])[O-], CC#N, CO, NCC(F)(F)F, [K+], [K+]. Product: COC(=O)C(Cc1cc(Cl)c2[nH]ncc2c1CNCC(F)(F)F)OC(=O)c1ccccc1. As a reaction SMILES: [C:1]([c:2]1[cH:3][cH:4][cH:5][cH:6][cH:7]1)(=[O:8])[O:9][CH:10]([C:11](=[O:12])[O:13][CH3:14])[CH2:15][c:16]1[c:17]([CH2:26][Cl:27])[c:18]2[cH:19][n:20][nH:21][c:22]2[c:23]([Cl:25])[cH:24]1.[C:37](=[O:38])([O-:39])[O-:40].[CH3:28][C:29]#[N:30].[CH3:43][OH:44].[F:31][C:32]([CH2:33][NH2:34])([F:35])[F:36].[K+:41].[K+:42]>>[C:1]([c:2]1[cH:3][cH:4][cH:5][cH:6][cH:7]1)(=[O:8])[O:9][CH:10]([C:11](=[O:12])[O:13][CH3:14])[CH2:15][c:16]1[c:17]([CH2:26][NH:34][CH2:33][C:32]([F:31])([F:35])[F:36])[c:18]2[cH:19][n:20][nH:21][c:22]2[c:23]([Cl:25])[cH:24]1. Reactants: CO (methanol), N1C(CCC1)=O (2-pyrrolidone), C[O-].[K+].CO (potassium methoxide methanol), C(CCCCCCC)Cl (n-octyl chloride). Run in COCCOCCOC (diethylene glycol dimethyl ether). Conditions: time 6 hour. The product is C(CCCCCCC)N1C(CCC1)=O (N-n-Octylpyrrolidone). Reaction SMILES: C[O-].[K+].CO.CO.[NH:8]1[CH2:12][CH2:11][CH2:10][C:9]1=[O:13].[CH2:14](Cl)[CH2:15][CH2:16][CH2:17][CH2:18][CH2:19][CH2:20][CH3:21]>COCCOCCOC>[CH2:14]([N:8]1[CH2:12][CH2:11][CH2:10][C:9]1=[O:13])[CH2:15][CH2:16][CH2:17][CH2:18][CH2:19][CH2:20][CH3:21] |f:0.1.2|. Procedure: 230 g of a 31.98 wt. % strength potassium methoxide-methanol solution (1.05 mol) is added dropwise at about 155° C., while distilling methanol to a solution of 85.2 g of 2-pyrrolidone (butyrolactam, 1.0 mol) in 500 ml of diethylene glycol dimethyl ether. For complete removal of all the methanol, the clear solution is evacuated for a short period until reaching 500 mbar. 156 g of n-octyl chloride (1.05 mol) is then metered in likewise at 155° C. over a period of 20 minutes, and the reaction is br... The product is O=C1CCC(N2Cc3c(OCc4ccc(CN5CC6CCCCC6C5)cc4)cccc3C2=O)C(=O)N1. As a reaction SMILES: [Br:1][CH2:2][c:3]1[cH:4][cH:5][c:6]([CH2:7][O:8][c:9]2[c:10]3[c:14]([cH:15][cH:16][cH:17]2)[C:13](=[O:18])[N:12]([CH:19]2[C:20](=[O:26])[NH:21][C:22](=[O:25])[CH2:23][CH2:24]2)[CH2:11]3)[cH:27][cH:28]1.[CH2:30]1[NH:31][CH2:32][CH:33]2[CH2:34][CH2:35][CH2:36][CH2:37][CH:38]12.[CH2:39]([N:40]([CH:41]([CH3:42])[CH3:43])[CH:44]([CH3:45])[CH3:46])[CH3:47].[CH3:48][C:49]#[N:50].[ClH:29]>>[CH2:2]([c:3]1[cH:4][cH:5][c:6]([CH2:7][O:8][c:9]2[c:10]3[c:14]([cH:15][cH:16][cH:17]2)[C:13](=[O:18])[N:12]([CH:19]2[C:20](=[O:26])[NH:21][C:22](=[O:25])[CH2:23][CH2:24]2)[CH2:11]3)[cH:27][cH:28]1)[N:31]1[CH2:30][CH:38]2[CH:33]([CH2:32]1)[CH2:34][CH2:35][CH2:36][CH2:37]2. Reactants: O=C1CCC(N2Cc3c(OCc4ccc(CBr)cc4)cccc3C2=O)C(=O)N1, C1CCC2CNCC2C1, CCN(C(C)C)C(C)C, CC#N, Cl.